This data is from the Open Reaction Database (ORD), a public repository of structured organic reaction records. The task is: describe an organic reaction: reactants, conditions, products, and yield The reactants are O=C1CCN(Cc2ccccc2)CC1, C1CCOC1, CCCC[N+](CCCC)(CCCC)CCCC, Cl, [F-], C[Si](C)(C)C(F)(F)F. The product is OC1(C(F)(F)F)CCN(Cc2ccccc2)CC1. RXN SMILES: [CH2:1]([c:2]1[cH:3][cH:4][cH:5][cH:6][cH:7]1)[N:8]1[CH2:9][CH2:10][C:11](=[O:14])[CH2:12][CH2:13]1.[CH2:42]1[O:43][CH2:44][CH2:45][CH2:46]1.[CH3:24][CH2:25][CH2:26][CH2:27][N+:28]([CH2:29][CH2:30][CH2:31][CH3:32])([CH2:33][CH2:34][CH2:35][CH3:36])[CH2:37][CH2:38][CH2:39][CH3:40].[ClH:41].[F-:23].[F:15][C:16]([F:17])([F:18])[Si:19]([CH3:20])([CH3:21])[CH3:22]>>[CH2:1]([c:2]1[cH:3][cH:4][cH:5][cH:6][cH:7]1)[N:8]1[CH2:9][CH2:10][C:11]([OH:14])([C:16]([F:15])([F:17])[F:18])[CH2:12][CH2:13]1.